This data is from the Open Reaction Database (ORD), a public repository of structured organic reaction records. The task is: describe an organic reaction: reactants, conditions, products, and yield The reactants are CO, CN1CCN(C(=O)c2ccc([N+](=O)[O-])cc2)CC1. Product: CN1CCN(C(=O)c2ccc(N)cc2)CC1. RXN SMILES: [CH3:19][OH:20].[CH3:1][N:2]1[CH2:3][CH2:4][N:5]([C:8](=[O:9])[c:10]2[cH:11][cH:12][c:13]([N+:16]([O-:17])=[O:18])[cH:14][cH:15]2)[CH2:6][CH2:7]1>>[CH3:1][N:2]1[CH2:3][CH2:4][N:5]([C:8](=[O:9])[c:10]2[cH:11][cH:12][c:13]([NH2:16])[cH:14][cH:15]2)[CH2:6][CH2:7]1. Starting materials: [Si](C)(C)(C(C)(C)C)OC1=CC=C(C=C1)CC(=O)Cl (2-[4-(tert-butyldimethylsilyloxy)phenyl]acetyl chloride), [Si](C)(C)(C(C)(C)C)OC1=CC=C(C=C1)C=1N=C(C(=NC1)N)C(=C)C1=CC=CC=C1 (5-[4-(tert-Butyldimethylsilyloxy)phenyl]-3-(1-phenylvinyl)pyrazin-2-amine), O (water). Reagents/catalysts: CN(C1=CC=NC=C1)C (4-(dimethylamino)pyridine). Solvent: N1=CC=CC=C1 (pyridine). Run at temperature 50 celsius, time 16 hour. Yields the product [Si](C)(C)(C(C)(C)C)OC1=CC=C(C=C1)CC(=O)NC1=NC=C(N=C1C(=C)C1=CC=CC=C1)C1=CC=C(C=C1)O[Si](C)(C)C(C)(C)C (2-[4-(tert-Butyldimethylsilyloxy)phenyl]-N-{5-[4-(tert-butyldimethylsilyloxy)phenyl]-3-(1-phenylvinyl)pyrazin-2-yl}acetamide). Yield: 33.3%. As a reaction SMILES: [Si:1]([O:8][C:9]1[CH:14]=[CH:13][C:12]([C:15]2[N:16]=[C:17]([C:22]([C:24]3[CH:29]=[CH:28][CH:27]=[CH:26][CH:25]=3)=[CH2:23])[C:18]([NH2:21])=[N:19][CH:20]=2)=[CH:11][CH:10]=1)([C:4]([CH3:7])([CH3:6])[CH3:5])([CH3:3])[CH3:2].[Si:30]([O:37][C:38]1[CH:43]=[CH:42][C:41]([CH2:44][C:45](Cl)=[O:46])=[CH:40][CH:39]=1)([C:33]([CH3:36])([CH3:35])[CH3:34])([CH3:32])[CH3:31].O>CN(C)C1C=CN=CC=1.N1C=CC=CC=1>[Si:30]([O:37][C:38]1[CH:39]=[CH:40][C:41]([CH2:44][C:45]([NH:21][C:18]2[C:17]([C:22]([C:24]3[CH:29]=[CH:28][CH:27]=[CH:26][CH:25]=3)=[CH2:23])=[N:16][C:15]([C:12]3[CH:11]=[CH:10][C:9]([O:8][Si:1]([C:4]([CH3:7])([CH3:5])[CH3:6])([CH3:2])[CH3:3])=[CH:14][CH:13]=3)=[CH:20][N:19]=2)=[O:46])=[CH:42][CH:43]=1)([C:33]([CH3:36])([CH3:35])[CH3:34])([CH3:32])[CH3:31]. Procedure: Under an argon atmosphere, to a mixture of 5-[4-(tert-butyldimethylsilyloxy)phenyl]-3-(1-phenylvinyl)pyrazin-2-amine (7c) (543 mg, 1.35 mmol) and 4-(dimethylamino)pyridine (15.0 mg, 123 μmol) dissolved in anhydrous pyridine (20 mL) was added 2-[4-(tert-butyldimethylsilyloxy)phenyl]acetyl chloride (10) prepared above at 0° C., and the mixture was heated with stirring at 50° C. for 16 hours. After cooling to room temperature, to this was added water and the product was extracted with ethyl acetate... The reactants are C1CCOC1, CCN(Cc1ccccc1Cl)C(=O)COc1ccc(CCSc2ccccc2C(=O)OC)cc1, [Li+], [OH-]. The product is CCN(Cc1ccccc1Cl)C(=O)COc1ccc(CCSc2ccccc2C(=O)O)cc1. As a reaction SMILES: [CH2:37]1[O:38][CH2:39][CH2:40][CH2:41]1.[Cl:1][c:2]1[c:3]([CH2:4][N:5]([C:6]([CH2:7][O:8][c:9]2[cH:10][cH:11][c:12]([CH2:15][CH2:16][S:17][c:18]3[c:19]([C:20](=[O:21])[O:22][CH3:23])[cH:24][cH:25][cH:26][cH:27]3)[cH:13][cH:14]2)=[O:28])[CH2:29][CH3:30])[cH:31][cH:32][cH:33][cH:34]1.[Li+:35].[OH-:36]>>[Cl:1][c:2]1[c:3]([CH2:4][N:5]([C:6]([CH2:7][O:8][c:9]2[cH:10][cH:11][c:12]([CH2:15][CH2:16][S:17][c:18]3[c:19]([C:20](=[O:21])[OH:22])[cH:24][cH:25][cH:26][cH:27]3)[cH:13][cH:14]2)=[O:28])[CH2:29][CH3:30])[cH:31][cH:32][cH:33][cH:34]1.